From a dataset of the Open Reaction Database (ORD), a public repository of structured organic reaction records. describe an organic reaction: reactants, conditions, products, and yield The product is CC(Oc1cc(NS(=O)(=O)N2CCC2)nc(SCc2cccc(F)c2F)n1)C(O)CO. Reactants: O=C([O-])O, [Cl-], [Cl-], [Cl-], ClCCl, CC(Oc1cc(NS(=O)(=O)N2CCC2)nc(SCc2cccc(F)c2F)n1)C1COC(C)(C)O1, [Fe+3], [Na+], O, O, O, O, O, O. As a reaction SMILES: [C:35](=[O:36])([OH:37])[O-:38].[Cl-:49].[Cl-:51].[Cl-:52].[Cl:40][CH2:41][Cl:42].[F:1][c:2]1[c:3]([CH2:9][S:10][c:11]2[n:12][c:13]([O:25][CH:26]([CH3:27])[CH:28]3[O:29][C:30]([CH3:33])([CH3:34])[O:31][CH2:32]3)[cH:14][c:15]([NH:17][S:18](=[O:19])(=[O:20])[N:21]3[CH2:22][CH2:23][CH2:24]3)[n:16]2)[cH:4][cH:5][cH:6][c:7]1[F:8].[Fe+3:50].[Na+:39].[OH2:43].[OH2:44].[OH2:45].[OH2:46].[OH2:47].[OH2:48]>>[F:1][c:2]1[c:3]([CH2:9][S:10][c:11]2[n:12][c:13]([O:25][CH:26]([CH3:27])[CH:28]([OH:29])[CH2:32][OH:31])[cH:14][c:15]([NH:17][S:18](=[O:19])(=[O:20])[N:21]3[CH2:22][CH2:23][CH2:24]3)[n:16]2)[cH:4][cH:5][cH:6][c:7]1[F:8]. Reactants: [Cl-].[Na+] (sodium chloride), FC1=CC=C(C=C1)C1=NOC(=C1COC=1C=C(N(N1)C)C(=O)O)C (5-[3-(4-fluoro-phenyl)-5-methyl-isoxazol-4-ylmethoxy]-2-methyl-2H-pyrazole-3-carboxylic acid), F[B-](F)(F)F.N1(N=NC2=C1C=CC=C2)OC(=[N+](C)C)N(C)C (2-(1H-benzotriazole-1-yl)-1,1,3,3-tetramethyluronium tetrafluoroborate), C(C)(C)N(C(C)C)CC (N,N-diisopropyl ethyl amine), Cl.NN1CCCC1 (N-aminopyrrolidine HCl). Run in CN(C)C=O (DMF). Run at time 8 hour. Yields the product N1(CCCC1)NC(=O)C=1N(N=C(C1)OCC=1C(=NOC1C)C1=CC=C(C=C1)F)C (5-[3-(4-Fluoro-phenyl)-5-methyl-isoxazol-4-ylmethoxy]-2-methyl-2H-pyrazole-3-carboxylic acid pyrrolidin-1-ylamide). Isolated yield 58.0%. Reaction SMILES: [F:1][C:2]1[CH:7]=[CH:6][C:5]([C:8]2[C:12]([CH2:13][O:14][C:15]3[CH:16]=[C:17]([C:21]([OH:23])=O)[N:18]([CH3:20])[N:19]=3)=[C:11]([CH3:24])[O:10][N:9]=2)=[CH:4][CH:3]=1.F[B-](F)(F)F.[N:30]1(OC(N(C)C)=[N+](C)C)[C:34]2[CH:35]=[CH:36][CH:37]=CC=2N=[N:31]1.C(N(CC)C(C)C)(C)C.Cl.NN1CCCC1.[Cl-].[Na+]>CN(C=O)C>[N:30]1([NH:31][C:21]([C:17]2[N:18]([CH3:20])[N:19]=[C:15]([O:14][CH2:13][C:12]3[C:8]([C:5]4[CH:4]=[CH:3][C:2]([F:1])=[CH:7][CH:6]=4)=[N:9][O:10][C:11]=3[CH3:24])[CH:16]=2)=[O:23])[CH2:34][CH2:35][CH2:36][CH2:37]1 |f:1.2,4.5,6.7|. Procedure details: To a solution of 5-[3-(4-fluoro-phenyl)-5-methyl-isoxazol-4-ylmethoxy]-2-methyl-2H-pyrazole-3-carboxylic acid (200 mg, 0.6 mmol) in DMF (5 mL) were added 2-(1H-benzotriazole-1-yl)-1,1,3,3-tetramethyluronium tetrafluoroborate (291 mg, 0.91 mmol), N,N-diisopropyl ethyl amine (510 μL, 3.0 mmol) and N-aminopyrrolidine HCl (111 mg, 0.91 mmol). The resulting reaction mixture was stirred overnight at room temperature. The reaction mixture was then poured into aqueous sodium chloride (saturated) and the... Product: C(C)(=O)N1[C@H]2[C@@H](C=3C=CC(=CC13)[N+](=O)[O-])CC1=CC=C(C=C12)[N+](=O)[O-] (cis-4b, 5,9b,10-Tetrahydro-5-acetyl-3,7-dinitroindeno[1,2-b]indole). Starting materials: [N+](=O)([O-])C1=CC=C2C[C@H]3[C@H](NC=4C=C(C=CC34)[N+](=O)[O-])C2=C1 (cis-4b,5,9b,10-Tetrahydro-3,7-dinitroindeno[1,2-b]indole), C(C)(=O)OC(C)=O (acetic anhydride). Reported procedure: cis-4b,5,9b,10-Tetrahydro-3,7-dinitroindeno[1,2-b]indole (0.40 g, 1.35 mM) and acetic anhydride (1.5 cm3 ) were heated at 90° C. for 1 hour, cooled and poured into water (7 cm3) ice and the mixture was stirred for 30 minutes. The colourless solid which deposited was collected and taken up into hot ethanol. The after hot filtration, the title compound separated from the cold filtrate as prisms. Yield: 0.42 g, 92% M.p. 264°-266° C. Run at time 30 minute. Solvent: O (water). RXN SMILES: [N+:1]([C:4]1[CH:22]=[C:21]2[C:7]([CH2:8][C@@H:9]3[C:17]4[CH:16]=[CH:15][C:14]([N+:18]([O-:20])=[O:19])=[CH:13][C:12]=4[NH:11][C@@H:10]32)=[CH:6][CH:5]=1)([O-:3])=[O:2].[C:23](OC(=O)C)(=[O:25])[CH3:24]>O>[C:23]([N:11]1[C:12]2[CH:13]=[C:14]([N+:18]([O-:20])=[O:19])[CH:15]=[CH:16][C:17]=2[C@H:9]2[CH2:8][C:7]3[C:21]([C@@H:10]12)=[CH:22][C:4]([N+:1]([O-:3])=[O:2])=[CH:5][CH:6]=3)(=[O:25])[CH3:24]. Reactants: CC#N, CCN(C(C)C)C(C)C, FC(F)(F)c1cc(CBr)cc(C(F)(F)F)c1, COC(=O)C1CCC(N)C1c1ccc(F)cc1. The product is COC(=O)C1CCC(NCc2cc(C(F)(F)F)cc(C(F)(F)F)c2)C1c1ccc(F)cc1. RXN SMILES: [CH3:43][C:44]#[N:45].[CH:18]([N:19]([CH2:20][CH3:21])[CH:22]([CH3:23])[CH3:24])([CH3:25])[CH3:26].[F:27][C:28]([c:29]1[cH:30][c:31]([CH2:32][Br:33])[cH:34][c:35]([C:37]([F:38])([F:39])[F:40])[cH:36]1)([F:41])[F:42].[NH2:1][CH:2]1[CH:3]([c:11]2[cH:12][cH:13][c:14]([F:17])[cH:15][cH:16]2)[CH:4]([C:7](=[O:8])[O:9][CH3:10])[CH2:5][CH2:6]1>>[NH:1]([CH:2]1[CH:3]([c:11]2[cH:12][cH:13][c:14]([F:17])[cH:15][cH:16]2)[CH:4]([C:7](=[O:8])[O:9][CH3:10])[CH2:5][CH2:6]1)[CH2:32][c:31]1[cH:30][c:29]([C:28]([F:27])([F:41])[F:42])[cH:36][c:35]([C:37]([F:38])([F:39])[F:40])[cH:34]1. As a reaction SMILES: [N:1]1[C:10]2[C:5](=[CH:6][C:7]([CH2:11][N:12]3[C:16]4=[N:17][C:18]([C:21](=O)[CH3:22])=[CH:19][N:20]=[C:15]4[N:14]=[N:13]3)=[CH:8][CH:9]=2)[CH:4]=[CH:3][CH:2]=1.[O:24]1[CH2:29][CH2:28][N:27]([CH2:30][C:31]([NH:33][NH2:34])=[O:32])[CH2:26][CH2:25]1>>[O:24]1[CH2:25][CH2:26][N:27]([CH2:30][C:31]([NH:33]/[N:34]=[C:21](/[C:18]2[N:17]=[C:16]3[N:12]([CH2:11][C:7]4[CH:6]=[C:5]5[C:10](=[CH:9][CH:8]=4)[N:1]=[CH:2][CH:3]=[CH:4]5)[N:13]=[N:14][C:15]3=[N:20][CH:19]=2)\[CH3:22])=[O:32])[CH2:28][CH2:29]1. Procedure: The title compound was prepared in analogy to the synthesis of example 52 from 1-(1-(quinolin-6-ylmethyl)-1H-[1,2,3]triazolo[4,5-b]pyrazin-6-yl)ethanone and 2-morpholinoaceto-hydrazide. The title compound was obtained as light yellow solid. 1H-NMR (400 MHz, DMSO-d6) δ ppm 9.45 (d, 1H), 8.90 (d, 1H), 8.36 (d, 1H), 8.01 (m, 2H), 7.83 (d, 1H), 7.53 (dd, 1H), 6.20 (s, 2H), 3.65 (d, 4H), 3.26 (s, 2H), 2.57 (d, 4H), 2.41 (s, 3H). LCMS (method B): [MH]+=446.2, tR=1.37 min. Yields the product O1CCN(CC1)CC(=O)N/N=C(\C)/C1=CN=C2C(=N1)N(N=N2)CC=2C=C1C=CC=NC1=CC2 ((E)-2-Morpholino-N′-(1-(1-(quinolin-6-ylmethyl)-1H-[1,2,3]triazolo[4,5-b]pyrazin-6-yl)ethylidene)acetohydrazide). Reactants: N1=CC=CC2=CC(=CC=C12)CN1N=NC=2C1=NC(=CN2)C(C)=O (1-(1-(quinolin-6-ylmethyl)-1H-[1,2,3]triazolo[4,5-b]pyrazin-6-yl)ethanone), O1CCN(CC1)CC(=O)NN (2-morpholinoaceto-hydrazide). The reactants are COC(=O)CBr, O=C([O-])[O-], [K+], [K+], CN(C)C=O, O, Oc1cccc(-c2ccccc2)c1. As a reaction SMILES: [Br:14][CH2:15][C:16](=[O:17])[O:18][CH3:19].[C:20](=[O:21])([O-:22])[O-:23].[K+:24].[K+:25].[O:26]=[CH:27][N:28]([CH3:29])[CH3:30].[OH2:31].[c:1]1(-[c:7]2[cH:8][c:9]([OH:13])[cH:10][cH:11][cH:12]2)[cH:2][cH:3][cH:4][cH:5][cH:6]1>>[c:1]1(-[c:7]2[cH:8][c:9]([O:13][CH2:15][C:16](=[O:17])[O:18][CH3:19])[cH:10][cH:11][cH:12]2)[cH:2][cH:3][cH:4][cH:5][cH:6]1. Product: COC(=O)COc1cccc(-c2ccccc2)c1. Starting materials: [OH-].[Na+] (Sodium hydroxide), Cl (hydrogen chloride), C1(CCCCC1)OC[C@@H]1N(CC[C@H](C1)C(CC(=O)OCC)=O)C(=O)OC (Trans-methyl 2-(cyclohexyloxymethyl)-4-(3-ethoxy-3-oxopropanoyl)piperidine-1-carboxylate), NO (Hydroxylamine). Run in O (water), O (Water), C(Cl)Cl (DCM), CO (MeOH). Conditions: temperature -40 celsius, time 15 minute. Product: C1(CCCCC1)OC[C@@H]1N(CC[C@H](C1)C1=CC(NO1)=O)C(=O)OC (Trans-methyl 2-(cyclohexyloxymethyl)-4-(3-oxo-2,3-dihydroisoxazol-5-yl)piperidine-1-carboxylate). The yield is 62.7%. As a reaction SMILES: [CH:1]1([O:7][CH2:8][C@H:9]2[CH2:14][C@H:13]([C:15](=[O:22])[CH2:16][C:17](OCC)=[O:18])[CH2:12][CH2:11][N:10]2[C:23]([O:25][CH3:26])=[O:24])[CH2:6][CH2:5][CH2:4][CH2:3][CH2:2]1.[OH-].[Na+].[NH2:29]O.Cl>CO.O.C(Cl)Cl>[CH:1]1([O:7][CH2:8][C@H:9]2[CH2:14][C@H:13]([C:15]3[O:22][NH:29][C:17](=[O:18])[CH:16]=3)[CH2:12][CH2:11][N:10]2[C:23]([O:25][CH3:26])=[O:24])[CH2:6][CH2:5][CH2:4][CH2:3][CH2:2]1 |f:1.2|. Procedure: Trans-methyl 2-(cyclohexyloxymethyl)-4-(3-ethoxy-3-oxopropanoyl)piperidine-1-carboxylate (210 mg, 0.57 mmol) (from example 84, step 1) was dissolved in MeOH (3 mL) and cooled to −40° C. under nitrogen. Sodium hydroxide (23.87 mg, 0.60 mmol) dissolved in water (0.300 mL) was added and the mixture was stirred at −40° C. for 15 min. Hydroxylamine (50% by weight in water, 0.037 mL, 0.60 mmol) was added. The resulting solution was stirred at −40° C. for 1 h. The mixture was transferred into a prewarm...